describe an organic reaction: reactants, conditions, products, and yield From a dataset of the Open Reaction Database (ORD), a public repository of structured organic reaction records. Reactants: [H-], CC(C)I, Ic1ccc(Nc2ncccn2)cc1, [Na+], CN(C)C=O, O. Yields the product CC(C)N(c1ccc(I)cc1)c1ncccn1. Reaction SMILES: [H-:15].[I:17][CH:18]([CH3:19])[CH3:20].[I:1][c:2]1[cH:3][cH:4][c:5]([NH:8][c:9]2[n:10][cH:11][cH:12][cH:13][n:14]2)[cH:6][cH:7]1.[Na+:16].[O:22]=[CH:23][N:24]([CH3:25])[CH3:26].[OH2:21]>>[I:1][c:2]1[cH:3][cH:4][c:5]([N:8]([c:9]2[n:10][cH:11][cH:12][cH:13][n:14]2)[CH:18]([CH3:19])[CH3:20])[cH:6][cH:7]1. The reactants are CCN=C=NCCCN(C)C, C1COCCN1, CS(=O)(=O)c1ccc(Oc2cc(OC3CCOCC3)c3[nH]c(C4=NCC(CC(=O)O)S4)cc3c2)cn1, CN(C)C=O, Cl, O, O, On1nnc2ccccc21. The product is CS(=O)(=O)c1ccc(Oc2cc(OC3CCOCC3)c3[nH]c(C4=NCC(CC(=O)N5CCOCC5)S4)cc3c2)cn1. RXN SMILES: [CH2:49]([N:50]=[C:51]=[N:52][CH2:53][CH2:54][CH2:55][N:56]([CH3:57])[CH3:58])[CH3:59].[CH2:60]1[CH2:61][O:62][CH2:63][CH2:64][NH:65]1.[CH3:1][S:2](=[O:3])(=[O:4])[c:5]1[cH:6][cH:7][c:8]([O:11][c:12]2[cH:13][c:14]3[cH:15][c:16]([C:28]4=[N:32][CH2:31][CH:30]([CH2:33][C:34](=[O:35])[OH:36])[S:29]4)[nH:17][c:18]3[c:19]([O:21][CH:22]3[CH2:23][CH2:24][O:25][CH2:26][CH2:27]3)[cH:20]2)[cH:9][n:10]1.[CH3:66][N:67]([CH3:68])[CH:69]=[O:70].[ClH:48].[OH2:37].[OH2:71].[OH:38][n:39]1[c:40]2[cH:41][cH:42][cH:43][cH:44][c:45]2[n:46][n:47]1>>[CH3:1][S:2](=[O:3])(=[O:4])[c:5]1[cH:6][cH:7][c:8]([O:11][c:12]2[cH:13][c:14]3[cH:15][c:16]([C:28]4=[N:32][CH2:31][CH:30]([CH2:33][C:34](=[O:35])[N:65]5[CH2:60][CH2:61][O:62][CH2:63][CH2:64]5)[S:29]4)[nH:17][c:18]3[c:19]([O:21][CH:22]3[CH2:23][CH2:24][O:25][CH2:26][CH2:27]3)[cH:20]2)[cH:9][n:10]1.